This data is from the Open Reaction Database (ORD), a public repository of structured organic reaction records. The task is: describe an organic reaction: reactants, conditions, products, and yield The reactants are O=C([O-])[O-], C=CCBr, CC(C)=O, [K+], [K+], O=C1CCC(c2ccc(O)cc2)=NN1. The product is C=CCOc1ccc(C2=NNC(=O)CC2)cc1. As a reaction SMILES: [C:19](=[O:20])([O-:21])[O-:22].[CH2:15]([CH:16]=[CH2:17])[Br:18].[CH3:25][C:26](=[O:27])[CH3:28].[K+:23].[K+:24].[OH:1][c:2]1[cH:3][cH:4][c:5]([C:8]2=[N:13][NH:12][C:11](=[O:14])[CH2:10][CH2:9]2)[cH:6][cH:7]1>>[O:1]([c:2]1[cH:3][cH:4][c:5]([C:8]2=[N:13][NH:12][C:11](=[O:14])[CH2:10][CH2:9]2)[cH:6][cH:7]1)[CH2:17][CH:16]=[CH2:15]. The product is FC1=C(CC=2N=C(N3C2N=CC=C3)C=3N=C(C2=C(N3)NC(C2(C)C)=O)I)C=CC=C1 (2-[8-(2-Fluorobenzyl)imidazo[1,5-a]pyrimidin-6-yl]-4-iodo-5,5-dimethyl-5,7-dihydro-6H-pyrrolo[2,3-d]pyrimidin-6-one). Procedure details: 1.500 g (3.35 mmol) of 4-amino-2-[8-(2-fluorobenzyl)imidazo[1,5-a]pyrimidin-6-yl]-5,5-dimethyl-5,7-dihydro-6H-pyrrolo[2,3-d]pyrimidin-6-one was suspended in 6.00 ml (44.56 mmol) of isopentyl nitrite and 4.00 ml (49.66 mmol) of diiodomethane and it was stirred for 2d at 85° C. 4.00 ml isopentyl nitrite and 5 ml NMP were added and the solution was stirred for 4 h at 85° C. The mixture was concentrated by evaporation in the rotary evaporator except the NMP and was purified by preparative HPLC (elue... The solvent is CN1CCCC1=O (NMP). Reaction conditions: temperature 85 celsius, time 4 hour. Starting materials: NC=1C2=C(N=C(N1)C1=NC(=C3N1C=CC=N3)CC3=C(C=CC=C3)F)NC(C2(C)C)=O (4-amino-2-[8-(2-fluorobenzyl)imidazo[1,5-a]pyrimidin-6-yl]-5,5-dimethyl-5,7-dihydro-6H-pyrrolo[2,3-d]pyrimidin-6-one), N(=O)OCCC(C)C (isopentyl nitrite), N(=O)OCCC(C)C (isopentyl nitrite), ICI (diiodomethane), 2d. Reaction SMILES: N[C:2]1[C:3]2[C:27]([CH3:29])([CH3:28])[C:26](=[O:30])[NH:25][C:4]=2[N:5]=[C:6]([C:8]2[N:12]3[CH:13]=[CH:14][CH:15]=[N:16][C:11]3=[C:10]([CH2:17][C:18]3[CH:23]=[CH:22][CH:21]=[CH:20][C:19]=3[F:24])[N:9]=2)[N:7]=1.N(OCCC(C)C)=O.[I:39]CI>CN1C(=O)CCC1>[F:24][C:19]1[CH:20]=[CH:21][CH:22]=[CH:23][C:18]=1[CH2:17][C:10]1[N:9]=[C:8]([C:6]2[N:7]=[C:2]([I:39])[C:3]3[C:27]([CH3:28])([CH3:29])[C:26](=[O:30])[NH:25][C:4]=3[N:5]=2)[N:12]2[CH:13]=[CH:14][CH:15]=[N:16][C:11]=12. Starting materials: O (water), Cl (hydrochloric acid), C(C)(C)NC(CN)C (2-isopropylaminopropylamine), ClC1=CC=C(C(CC2C(CCCC2)=O)=O)C=C1 (2-(p-chloro-phenacyl)cyclohexanone). Solvent: C(C)(=O)O (acetic acid). The product is isopropanol-ether, Cl.C(C)(C)NC(CN1C(=CC=2CCCCC12)C1=CC=C(C=C1)Cl)C (1-(2-isopropylaminopropyl)-2-(p-chlorophenyl)-4,5,6,7-tetrahydroindole hydrochloride). RXN SMILES: [CH:1]([NH:4][CH:5]([CH3:8])[CH2:6][NH2:7])([CH3:3])[CH3:2].[Cl:9][C:10]1[CH:25]=[CH:24][C:13]([C:14](=O)[CH2:15][CH:16]2[CH2:21][CH2:20][CH2:19][CH2:18][C:17]2=O)=[CH:12][CH:11]=1.O.Cl>C(O)(=O)C>[ClH:9].[CH:1]([NH:4][CH:5]([CH3:8])[CH2:6][N:7]1[C:17]2[CH2:18][CH2:19][CH2:20][CH2:21][C:16]=2[CH:15]=[C:14]1[C:13]1[CH:12]=[CH:11][C:10]([Cl:9])=[CH:25][CH:24]=1)([CH3:3])[CH3:2] |f:5.6|. Procedure: 5.8 g (0.05 mole) of 2-isopropylaminopropylamine are added dropwise to a stirred solution of 12.5 g (0.05 mole) of 2-(p-chloro-phenacyl)cyclohexanone [Example 20(a)] in glacial acetic acid dropwise under nitrogen. After refluxing for 5 hours, the reaction mixture is cooled and poured into 500 ml. of water. The pH is adjusted to 1 with dilute hydrochloric acid, at which point a tan solid separates. This solid is recrystallized from methanol and then twice from an isopropanol-ether mixture to give... The reactants are OCC1=CC=C(C=C1)C1=C(C=CC=C1)[N+](=O)[O-] (4-hydroxymethyl-2'-nitro-1,1'-biphenyl), O1CCCC=C1 (3,4-dihydropyran). The reagents and catalysts are C1(=CC=C(C=C1)S(=O)(=O)[O-])C.[NH+]1=CC=CC=C1 (pyridinium p-toluenesulfonate). Run in C(C)OCC (ethyl ether), C(Cl)Cl (methylene chloride). Reaction conditions: time 3 hour. The product is O1C(CCCC1)OCC1=CC=C(C=C1)C1=C(C=CC=C1)[N+](=O)[O-] (4-(Tetrahydropyranyloxy)methyl-2'-nitro-1,1'-biphenyl). Isolated yield 106.5%. Reaction SMILES: [OH:1][CH2:2][C:3]1[CH:8]=[CH:7][C:6]([C:9]2[CH:14]=[CH:13][CH:12]=[CH:11][C:10]=2[N+:15]([O-:17])=[O:16])=[CH:5][CH:4]=1.[O:18]1[CH:23]=[CH:22][CH2:21][CH2:20][CH2:19]1>C(Cl)Cl.C(OCC)C.C1(C)C=CC(S([O-])(=O)=O)=CC=1.[NH+]1C=CC=CC=1>[O:18]1[CH2:23][CH2:22][CH2:21][CH2:20][CH:19]1[O:1][CH2:2][C:3]1[CH:4]=[CH:5][C:6]([C:9]2[CH:14]=[CH:13][CH:12]=[CH:11][C:10]=2[N+:15]([O-:17])=[O:16])=[CH:7][CH:8]=1 |f:4.5|. Procedure: A solution of 4-hydroxymethyl-2'-nitro-1,1'-biphenyl (3.06 g, 13.4 mmol) and 3,4-dihydropyran (1.8 mL, 20.1 mmol) in methylene chloride (50 mL) under a nitrogen atmosphere was treated with pyridinium p-toluenesulfonate (336 mg, 1.34 mmol). After stirring for 3 hours at room temperature, thin layer chromatography indicated that no starting material remained. The reaction mixture was diluted with ethyl ether (300 mL). The ether extracts were washed with saturated aqueous sodium chloride, dried ove... Starting materials: C(C)(C)(C)C1=CC(=C(C=N1)C=1N([C@]([C@](N1)(C)C1=CC=C(C=C1)Cl)(C)C1=CC=C(C=C1)Cl)C(=O)N1CCC(CC1)CC(=O)O)OCC ({1-[(4S,5R)-2-(6-tert-butyl-4-ethoxy-pyridin-3-yl)-4,5-bis-(4-chloro-phenyl)-4,5-dimethyl-4,5-dihydro-imidazole-1-carbonyl]-piperidin-4-yl}-acetic acid), C1NCC[C@@H]2CCCC[C@@H]12 (trans-decahydroisoquinoline). Yields the product C(C)(C)(C)C1=CC(=C(C=N1)C=1N([C@]([C@](N1)(C)C1=CC=C(C=C1)Cl)(C)C1=CC=C(C=C1)Cl)C(=O)N1CCC(CC1)CC(=O)N1C[C@H]2CCCC[C@@H]2CC1)OCC (2-{1-[(4S,5R)-2-(6-tert-Butyl-4-ethoxy-pyridin-3-yl)-4,5-bis-(4-chloro-phenyl)-4,5-dimethyl-4,5-dihydro-imidazole-1-carbonyl]-piperidin-4-yl}-1-(4aR,8aS)-octahydro-isoquinolin-2-yl-ethanone). As a reaction SMILES: [C:1]([C:5]1[N:10]=[CH:9][C:8]([C:11]2[N:12]([C:32]([N:34]3[CH2:39][CH2:38][CH:37]([CH2:40][C:41](O)=[O:42])[CH2:36][CH2:35]3)=[O:33])[C@@:13]([C:25]3[CH:30]=[CH:29][C:28]([Cl:31])=[CH:27][CH:26]=3)([CH3:24])[C@@:14]([C:17]3[CH:22]=[CH:21][C:20]([Cl:23])=[CH:19][CH:18]=3)([CH3:16])[N:15]=2)=[C:7]([O:44][CH2:45][CH3:46])[CH:6]=1)([CH3:4])([CH3:3])[CH3:2].[CH2:47]1[C@H:56]2[C@@H:51]([CH2:52][CH2:53][CH2:54][CH2:55]2)[CH2:50][CH2:49][NH:48]1>>[C:1]([C:5]1[N:10]=[CH:9][C:8]([C:11]2[N:12]([C:32]([N:34]3[CH2:39][CH2:38][CH:37]([CH2:40][C:41]([N:48]4[CH2:49][CH2:50][C@@H:51]5[C@H:56]([CH2:55][CH2:54][CH2:53][CH2:52]5)[CH2:47]4)=[O:42])[CH2:36][CH2:35]3)=[O:33])[C@@:13]([C:25]3[CH:30]=[CH:29][C:28]([Cl:31])=[CH:27][CH:26]=3)([CH3:24])[C@@:14]([C:17]3[CH:22]=[CH:21][C:20]([Cl:23])=[CH:19][CH:18]=3)([CH3:16])[N:15]=2)=[C:7]([O:44][CH2:45][CH3:46])[CH:6]=1)([CH3:2])([CH3:4])[CH3:3]. Procedure: In a manner analogous to the method described in example 163, {1-[(4S,5R)-2-(6-tert-butyl-4-ethoxy-pyridin-3-yl)-4,5-bis-(4-chloro-phenyl)-4,5-dimethyl-4,5-dihydro-imidazole-1-carbonyl]-piperidin-4-yl}-acetic acid was reacted with trans-decahydroisoquinoline (TCI-US) to give the title product. LC-MS (ES+) 786 [(M+H)+]. Starting materials: CO, C[O-], Cc1cc([N+](=O)[O-])cnc1Cl, [Na+], O. The product is COc1ncc([N+](=O)[O-])cc1C. Reaction SMILES: [CH3:12][OH:13].[CH3:14][O-:15].[Cl:1][c:2]1[n:3][cH:4][c:5]([N+:9](=[O:10])[O-:11])[cH:6][c:7]1[CH3:8].[Na+:16].[OH2:17]>>[c:2]1([O:13][CH3:12])[n:3][cH:4][c:5]([N+:9](=[O:10])[O-:11])[cH:6][c:7]1[CH3:8]. The reactants are S(O)(O)(=O)=O (sulfuric acid), C(C)C(CO)CCCC (2-ethylhexanol), C(CCCCC(C)C)(=O)O (isooctanoic acid). Run in C1(=CC=CC=C1)C (toluene). Product: C(C)C(COC(CCCCC(C)C)=O)CCCC (isooctanoic acid-2-ethyl-hexylester). RXN SMILES: S(=O)(=O)(O)O.[CH2:6]([CH:8]([CH2:11][CH2:12][CH2:13][CH3:14])[CH2:9][OH:10])[CH3:7].[C:15](O)(=[O:23])[CH2:16][CH2:17][CH2:18][CH2:19][CH:20]([CH3:22])[CH3:21]>C1(C)C=CC=CC=1>[CH2:6]([CH:8]([CH2:11][CH2:12][CH2:13][CH3:14])[CH2:9][O:10][C:15](=[O:23])[CH2:16][CH2:17][CH2:18][CH2:19][CH:20]([CH3:22])[CH3:21])[CH3:7]. Procedure: 2 g concentrated sulfuric acid were added to a solution of 130 g (1 mol) 2-ethylhexanol and 144 g (1 mol) "isooctanoic acid" (isomeric mixture from Ruhrchemie A. G., Oberhausen) in 300 ml toluene and heated to boiling with water separation until the equimolar amount of water separates (about 2 hours). After cooling it was washed with water and then with 10% sodium bicarbonate solution. The remaining end-product gave after distillation over a 15 cm Vigreux column 230 g (90%) isooctanoic acid-2-et... Reactants: [N+](=O)([O-])C=1C=CC2=C(NC(CO2)=O)C1 (6-Nitro-2H-1,4-benzoxazin-3(4H)-one), CS(=O)(=O)OCCN1CCC(CC1)NC(=O)OC(C)(C)C (2-{4-[(tert-butoxycarbonyl)amino]piperidin-1-yl}ethyl methanesulfonate), CS(=O)(=O)OCCN1CCC(CC1)NC(=O)OC(C)(C)C (2-{4-[(tert-butoxycarbonyl)amino]piperidin-1-yl}ethyl methanesulfonate), [N+](=O)([O-])C=1C=CC2=C(NC(CO2)=O)C1 (6-Nitro-2H-1,4-benzoxazin-3(4H)-one), [H-].[Na+] (sodium hydride), COC1=CC=C2C=CC(N(C2=C1)CCN1CCC(CC1)NC(OC(C)(C)C)=O)=O (tert-butyl {1-[2-(7-methoxy-2-oxoquinolin-1(2H)-yl)ethyl]piperidin-4-yl}carbamate). Product: [N+](=O)([O-])C=1C=CC2=C(N(C(CO2)=O)CCN2CCC(CC2)NC(OC(C)(C)C)=O)C1 (tert-Butyl {1-[2-(6-nitro-3-oxo-2,3-dihydro-4H-1,4-benzoxazin-4-yl)ethyl]piperidin-4-yl}carbamate). Yield: 98.0%. Reaction SMILES: [N+:1]([C:4]1[CH:5]=[CH:6][C:7]2[O:12][CH2:11][C:10](=[O:13])[NH:9][C:8]=2[CH:14]=1)([O-:3])=[O:2].[H-].[Na+].CS(O[CH2:22][CH2:23][N:24]1[CH2:29][CH2:28][CH:27]([NH:30][C:31]([O:33][C:34]([CH3:37])([CH3:36])[CH3:35])=[O:32])[CH2:26][CH2:25]1)(=O)=O.COC1C=C2C(C=CC(=O)N2CCN2CCC(NC(=O)OC(C)(C)C)CC2)=CC=1>>[N+:1]([C:4]1[CH:5]=[CH:6][C:7]2[O:12][CH2:11][C:10](=[O:13])[N:9]([CH2:22][CH2:23][N:24]3[CH2:29][CH2:28][CH:27]([NH:30][C:31](=[O:32])[O:33][C:34]([CH3:37])([CH3:36])[CH3:35])[CH2:26][CH2:25]3)[C:8]=2[CH:14]=1)([O-:3])=[O:2] |f:1.2|. Reported procedure: 6-Nitro-2H-1,4-benzoxazin-3(4H)-one (Intermediate 83) (776 mg, 4 mmol) was deprotonated with sodium hydride and alkylated with 2-{4-[(tert-butoxycarbonyl)amino]piperidin-1-yl}ethyl methanesulfonate (Intermediate 6) (5.6 mmol) as described for Intermediate 2. The product precipitated upon quenching of the reaction mixture with water and was isolated by filtration in 98% yield, yellow solid. The reactants are FC1=C(C=CC=C1F)C(C#N)(C)C (2-(2,3-difluorophenyl)-2-methylpropionitrile), [OH-].[Na+] (sodium hydroxide), OO (hydrogen peroxide). Yields the product FC1=C(C=CC=C1F)C(C(=O)N)(C)C (2-(2,3-difluorophenyl)isobutyramide). As a reaction SMILES: [F:1][C:2]1[C:7]([F:8])=[CH:6][CH:5]=[CH:4][C:3]=1[C:9]([CH3:13])([CH3:12])[C:10]#[N:11].[OH-:14].[Na+].OO>>[F:1][C:2]1[C:7]([F:8])=[CH:6][CH:5]=[CH:4][C:3]=1[C:9]([CH3:13])([CH3:12])[C:10]([NH2:11])=[O:14] |f:1.2|. Reported procedure: Hydrolysis of 2-(2,3-difluorophenyl)-2-methylpropionitrile was performed according to the procedure of Example 10 using sodium hydroxide in the presence of hydrogen peroxide to provide 2-(2,3-difluorophenyl)isobutyramide [1H-NMR (CDCl3): δ 7.17-7.08 (m, 3H), 5.98 (br s, 1H), 5.45 (br s, 1H), 1.60 (s, 6H)]. The reactants are ClCCl, CCC(C)C(C)C(=O)O, O=C(Cl)C(=O)Cl, O=c1c(-c2ccc(Cl)cc2)c2c(cn1CO)Sc1ccc(Cl)cc1N2, c1ccncc1. Product: CCC(C)C(C)C(=O)OCn1cc2c(c(-c3ccc(Cl)cc3)c1=O)Nc1cc(Cl)ccc1S2. As a reaction SMILES: [CH2:10]([Cl:11])[Cl:12].[CH3:1][CH:2]([C:3](=[O:4])[OH:5])[CH:6]([CH2:7][CH3:8])[CH3:9].[Cl:13][C:14]([C:15]([Cl:16])=[O:17])=[O:18].[Cl:19][c:20]1[cH:21][cH:22][c:23]2[c:24]([cH:43]1)[NH:25][c:26]1[c:27]([cH:29][n:30]([CH2:41][OH:42])[c:31](=[O:40])[c:32]1-[c:33]1[cH:34][cH:35][c:36]([Cl:39])[cH:37][cH:38]1)[S:28]2.[cH:44]1[cH:45][cH:46][n:47][cH:48][cH:49]1>>[CH3:1][CH:2]([C:3]([O:4][CH2:41][n:30]1[cH:29][c:27]2[c:26]([c:32](-[c:33]3[cH:34][cH:35][c:36]([Cl:39])[cH:37][cH:38]3)[c:31]1=[O:40])[NH:25][c:24]1[c:23]([cH:22][cH:21][c:20]([Cl:19])[cH:43]1)[S:28]2)=[O:5])[CH:6]([CH2:7][CH3:8])[CH3:9].